The task is: describe an organic reaction: reactants, conditions, products, and yield. This data is from the Open Reaction Database (ORD), a public repository of structured organic reaction records. Reactants: CC(C)(C)OC(=O)NC(COc1ccc(C#N)cc1)CN1CC2CN(C(=O)OCc3ccccc3)CC2C1, CCO. The product is CC(C)(C)OC(=O)NC(COc1ccc(C#N)cc1)CN1CC2CNCC2C1. RXN SMILES: [C:1]([CH3:2])([CH3:3])([CH3:4])[O:5][C:6](=[O:7])[NH:8][CH:9]([CH2:10][N:11]1[CH2:12][CH:13]2[CH:14]([CH2:15]1)[CH2:16][N:17]([C:19]([O:20][CH2:21][c:22]1[cH:23][cH:24][cH:25][cH:26][cH:27]1)=[O:28])[CH2:18]2)[CH2:29][O:30][c:31]1[cH:32][cH:33][c:34]([C:37]#[N:38])[cH:35][cH:36]1.[CH3:39][CH2:40][OH:41]>>[C:1]([CH3:2])([CH3:3])([CH3:4])[O:5][C:6](=[O:7])[NH:8][CH:9]([CH2:10][N:11]1[CH2:12][CH:13]2[CH:14]([CH2:15]1)[CH2:16][NH:17][CH2:18]2)[CH2:29][O:30][c:31]1[cH:32][cH:33][c:34]([C:37]#[N:38])[cH:35][cH:36]1.